The task is: describe an organic reaction: reactants, conditions, products, and yield. This data is from the Open Reaction Database (ORD), a public repository of structured organic reaction records. The reactants are mixture, N1CCCC1 (pyrrolidine), CN(C)CC1(CCOCC1)C1=CC=C(C=C1)O (4-(4-Dimethylaminomethyl-tetrahydro-pyran-4-yl)-phenol), BrCCCCCl (1-bromo-4-chlorobutane), C(=O)([O-])[O-].[K+].[K+] (K2CO3), bromo and chloro phenoxy ether. Run in CCO (EtOH), CN(C)C=O (DMF). The product is CN(CC1(CCOCC1)C1=CC=C(C=C1)OCCCCN1CCCC1)C (Dimethyl-{4-[4-(4-pyrrolidin-1-ylbutoxy)phenyl]tetrahydro-pyran-4-ylmethyl}amine). The yield is 18.3%. Reaction SMILES: [CH3:1][N:2]([CH2:4][C:5]1([C:11]2[CH:16]=[CH:15][C:14]([OH:17])=[CH:13][CH:12]=2)[CH2:10][CH2:9][O:8][CH2:7][CH2:6]1)[CH3:3].Br[CH2:19][CH2:20][CH2:21][CH2:22]Cl.C([O-])([O-])=O.[K+].[K+].[NH:30]1[CH2:34][CH2:33][CH2:32][CH2:31]1>CCO.CN(C=O)C>[CH3:3][N:2]([CH3:1])[CH2:4][C:5]1([C:11]2[CH:16]=[CH:15][C:14]([O:17][CH2:19][CH2:20][CH2:21][CH2:22][N:30]3[CH2:34][CH2:33][CH2:32][CH2:31]3)=[CH:13][CH:12]=2)[CH2:6][CH2:7][O:8][CH2:9][CH2:10]1 |f:2.3.4|. Procedure details: 4-(4-Dimethylaminomethyl-tetrahydro-pyran-4-yl)-phenol (1.5 g, 6.38 mmol), 1-bromo-4-chlorobutane (1.5 ml, 12.77 mmol), DMF (20 ml) and K2CO3 (3.5 g, 25.53 mmol) were reacted together according to general procedure B. Purification of a fraction of the crude (900 mg) by chromatography on alumina, eluant ethyl acetate:heptanes (12:88) provided a mixture of bromo and chloro phenoxy ether (220 mg) which was used in the next stage. The purified mixture (220 mg, 0.68 mmol) and pyrrolidine (0.17 ml, 2.... The reactants are C[Mg]Cl (Methylmagnesium chloride), C1=CC(=CC=C1O)C (p-cresol), C1(=CC=CC=C1)C (toluene), C=O (paraformaldehyde). The reagents and catalysts are CN1C(N(CCC1)C)=O (1,3-dimethyl-3,4,5,6-tetrahydro-2(1H)-pyrimidinone). Solvent: O1CCCC1 (tetrahydrofuran), O1CCCC1 (tetrahydrofuran), O1CCCC1 (tetrahydrofuran). Run at time 2 hour. The product is OC1=C(C=O)C=C(C=C1)C (2-Hydroxy-5-methylbenzaldehyde). The yield is 18.0%. RXN SMILES: C[Mg]Cl.[CH:4]1[C:9]([OH:10])=[CH:8][CH:7]=[C:6]([CH3:11])[CH:5]=1.C1(C)C=CC=CC=1.[CH2:19]=[O:20]>O1CCCC1.CN1CCCN(C)C1=O>[OH:10][C:9]1[CH:8]=[CH:7][C:6]([CH3:11])=[CH:5][C:4]=1[CH:19]=[O:20]. Reported procedure: Methylmagnesium chloride solution in tetrahydrofuran (100 mL, 3.0M, 300 mmol) at room temperature was treated dropwise over 30 minutes with a solution of 32.3 g (300 mmol) of p-cresol in 30 mL of tetrahydrofuran. An additional 70 mL of tetrahydrofuran was added to moderate the exothermic reaction. The mixture was aged at room temperature for 2 hours then treated with 400 mL of toluene, 41mg of 1,3-dimethyl-3,4,5,6-tetrahydro-2(1H)-pyrimidinone and 23 g of paraformaldehyde. The reaction mixture w...